From a dataset of the Open Reaction Database (ORD), a public repository of structured organic reaction records. describe an organic reaction: reactants, conditions, products, and yield The reactants are OC1=C2C(=CC=NC2=C(C=C1OC)[N+](=O)[O-])C (5-hydroxy-6-methoxy-4-methyl-8-nitroquinoline), BrCCCCCC=1OC=CC1 (1-bromo-5-(2-furyl) pentane), CN(C)P(=O)(N(C)C)N(C)C (HMPA), C1C(C)O1 (propylene oxide). The solvent is CCN(CC)CC (Et3N). Product: O1C(=CC=C1)CCCCCOC1=C2C(=CC=NC2=C(C=C1OC)[N+](=O)[O-])C (5-[5-(2-furyl) pentoxy]-6-methoxy-4-methyl-8-nitroquinoline). Reaction SMILES: [OH:1][C:2]1[C:11]([O:12][CH3:13])=[CH:10][C:9]([N+:14]([O-:16])=[O:15])=[C:8]2[C:3]=1[C:4]([CH3:17])=[CH:5][CH:6]=[N:7]2.Br[CH2:19][CH2:20][CH2:21][CH2:22][CH2:23][C:24]1[O:25][CH:26]=[CH:27][CH:28]=1.CN(P(N(C)C)(N(C)C)=O)C.C1OC1C>CCN(CC)CC>[O:25]1[CH:26]=[CH:27][CH:28]=[C:24]1[CH2:23][CH2:22][CH2:21][CH2:20][CH2:19][O:1][C:2]1[C:11]([O:12][CH3:13])=[CH:10][C:9]([N+:14]([O-:16])=[O:15])=[C:8]2[C:3]=1[C:4]([CH3:17])=[CH:5][CH:6]=[N:7]2. Procedure details: To a mechanically stirred mixture of 5-hydroxy-6-methoxy-4-methyl-8-nitroquinoline (WRAIR, 4.00 g, 0.017 mol), 1-bromo-5-(2-furyl) pentane (3.65 g, 0.017 mol) and HMPA (25 ml), at 105°-110° C., was added dropwise, during 60 min, a solution of Et3N(3.5 ml) and propylene oxide (6.5 ml). The mixture was heated at 105°-110° C. for 2 hr, allowed to cool and extracted with a solution of pet. ether (20°-40° C.) and Et2O (1:1 v/v, 200 ml), leaving behind a black residue. The organic layer was washed wit... Starting materials: N(=NC(=O)OCC)C(=O)OCC (diethyl azodicarboxylate), ClC1=C(C=CC(=C1)Cl)C1N(C(C2=CC=CC=C2C1C(=O)NCCC1=CC(=CC=C1)O)=O)C1C(CCCC1)O ((3RS,4RS)-3-(2,4-dichlorophenyl)-2[(1SR,2SR)-2-hydroxycyclohexyl]-N-[2-(3-hydroxyphenyl)ethyl]-1-oxo-1,2,3,4-tetrahydroisoquinoline-4-carboxamide), C1(=CC=CC=C1)P(C1=CC=CC=C1)C1=CC=CC=C1 (triphenylphosphine), O[C@@H](C(=O)OC(C)(C)C)C (tert-butyl (2R)-2-hydroxypropanate). Solvent: C1CCOC1 (THF), C(C)(=O)OCC (ethyl acetate). Conditions: time 12 hour. Product: ClC1=C(C=CC(=C1)Cl)C1N(C(C2=CC=CC=C2C1C(=O)NCCC=1C=C(O[C@H](C(=O)OC(C)(C)C)C)C=CC1)=O)C1C(CCCC1)O (tert-butyl (2S)-2-(3-{2-[({(3RS,4RS)-3-(2,4-dichlorophenyl)-2-[(1SR,2SR)-2-hydroxycyclohexyl]-1-oxo-1,2,3,4-tetrahydroisoquinolin-4-yl}carbonyl)amino]ethyl}phenoxy)propanate). The yield is 121.0%. Reaction SMILES: [Cl:1][C:2]1[CH:7]=[C:6]([Cl:8])[CH:5]=[CH:4][C:3]=1[CH:9]1[CH:18]([C:19]([NH:21][CH2:22][CH2:23][C:24]2[CH:29]=[CH:28][CH:27]=[C:26]([OH:30])[CH:25]=2)=[O:20])[C:17]2[C:12](=[CH:13][CH:14]=[CH:15][CH:16]=2)[C:11](=[O:31])[N:10]1[CH:32]1[CH2:37][CH2:36][CH2:35][CH2:34][CH:33]1[OH:38].C1(P(C2C=CC=CC=2)C2C=CC=CC=2)C=CC=CC=1.O[C@H:59]([CH3:67])[C:60]([O:62][C:63]([CH3:66])([CH3:65])[CH3:64])=[O:61].N(C(OCC)=O)=NC(OCC)=O>C(OCC)(=O)C.C1COCC1>[Cl:1][C:2]1[CH:7]=[C:6]([Cl:8])[CH:5]=[CH:4][C:3]=1[CH:9]1[CH:18]([C:19]([NH:21][CH2:22][CH2:23][C:24]2[CH:25]=[C:26]([CH:27]=[CH:28][CH:29]=2)[O:30][C@@H:59]([CH3:67])[C:60]([O:62][C:63]([CH3:66])([CH3:65])[CH3:64])=[O:61])=[O:20])[C:17]2[C:12](=[CH:13][CH:14]=[CH:15][CH:16]=2)[C:11](=[O:31])[N:10]1[CH:32]1[CH2:37][CH2:36][CH2:35][CH2:34][CH:33]1[OH:38]. Procedure details: To a mixture of 980 mg of (3RS,4RS)-3-(2,4-dichlorophenyl)-2[(1SR,2SR)-2-hydroxycyclohexyl]-N-[2-(3-hydroxyphenyl)ethyl]-1-oxo-1,2,3,4-tetrahydroisoquinoline-4-carboxamide, 1160 mg of triphenylphosphine, 1080 mg of tert-butyl (2R)-2-hydroxypropanate, and 30 mL of THF was added 770 mg of diethyl azodicarboxylate at room temperature, followed by stifling for 12 hours. The reaction solution was diluted with ethyl acetate and washed with a saturated aqueous sodium hydrogen carbonate solution. The or... The reactants are Cl (HCl), C(C)(=O)NC1=CC=C(C(C(=O)O)=C1)N (5-Acetamidoanthranilic acid), FC1=C(C(=O)Cl)C(=CC=C1)F (2,6-difluorobenzoyl chloride), FC1=C(C(=CC=C1)F)C=1OC(C2=C(N1)C=CC(=C2)[N+](=O)[O-])=O (2-(2,6-Difluoro-phenyl)-6-nitro-benzo[d][1,3]oxazin-4-one). The solvent is C(C)(=O)OCC (Ethyl acetate), C(C)N(CC)CC.C1(=CC=CC=C1)C (triethyl amine toluene). The product is C(C)(=O)NC1=CC2=C(N=C(OC2=O)C2=C(C=CC=C2F)F)C=C1 (6-acetamido-(2,6-difluoro-phenyl)-benzo[d][1,3]oxazin-4-one). The yield is 94.0%. Reaction SMILES: [C:1]([NH:4][C:5]1[CH:13]=[C:9]([C:10]([OH:12])=[O:11])[C:8]([NH2:14])=[CH:7][CH:6]=1)(=[O:3])[CH3:2].[F:15][C:16]1[CH:24]=[CH:23][CH:22]=[C:21]([F:25])[C:17]=1[C:18](Cl)=O.FC1C=CC=C(F)C=1C1OC(=O)C2C=C([N+]([O-])=O)C=CC=2N=1.Cl>C(N(CC)CC)C.C1(C)C=CC=CC=1.C(OCC)(=O)C>[C:1]([NH:4][C:5]1[CH:6]=[CH:7][C:8]2[N:14]=[C:18]([C:17]3[C:16]([F:15])=[CH:24][CH:23]=[CH:22][C:21]=3[F:25])[O:11][C:10](=[O:12])[C:9]=2[CH:13]=1)(=[O:3])[CH3:2] |f:4.5|. Procedure details: 5-Acetamidoanthranilic acid (0.64g) and 2,6-difluorobenzoyl chloride (1.3 g) were reacted in triethyl amine/toluene (1/1) (20 mL) like described for compound (9), reaction time 1 h. Ethyl acetate (50 mL) and HCl-solution (1 mL 4N in 50 mL water) were added resulting in the formation of a precipitate.The mixture was filtered and the residue dissolved in THF followed by evaporation to dryness, subsequent dissolution in hot dioxane followed by precipitation with hexane resulted in colourless crysta...